Dataset: the Open Reaction Database (ORD), a public repository of structured organic reaction records. Task: describe an organic reaction: reactants, conditions, products, and yield Starting materials: Cl (HCl), CC=1OC2=C(N1)C=C(C=C2)C2=CC=C(C(=O)OC)C=C2 (methyl 4-(2-methyl-1,3-benzoxazol-5-yl)benzoate), [Li+].[OH-] (LiOH), O (water). The solvent is C1CCOC1 (THF), CO (methanol). Run at time 1 hour. Yields the product CC=1OC2=C(N1)C=C(C=C2)C2=CC=C(C(=O)O)C=C2 (4-(2-methyl-1,3-benzoxazol-5-yl)benzoic acid). Reaction SMILES: [CH3:1][C:2]1[O:3][C:4]2[CH:10]=[CH:9][C:8]([C:11]3[CH:20]=[CH:19][C:14]([C:15]([O:17]C)=[O:16])=[CH:13][CH:12]=3)=[CH:7][C:5]=2[N:6]=1.[Li+].[OH-].O.Cl>C1COCC1.CO>[CH3:1][C:2]1[O:3][C:4]2[CH:10]=[CH:9][C:8]([C:11]3[CH:20]=[CH:19][C:14]([C:15]([OH:17])=[O:16])=[CH:13][CH:12]=3)=[CH:7][C:5]=2[N:6]=1 |f:1.2|. Reported procedure: A room temperature solution of Example 54A (80 mg, 3.0 mmol) and LiOH (630 mg, 15.0 mmol) in a mixture of THF (15 mL), water (4 mL), and methanol (4 mL) was stirred for 1 hour, poured into 1M HCl, and extracted with ethyl acetate. The combined extracts were washed with brine, dried (Na2SO4), filtered, and concentrated to provide the desired product of sufficient purity for subsequent use. The reactants are CC(C)Cc1cc(C=O)nn1C(C)(C)C, Cc1cccc(N2CCN(CCN)CC2)c1C. The product is Cc1cccc(N2CCN(CCNCc3cc(CC(C)C)n(C(C)(C)C)n3)CC2)c1C. As a reaction SMILES: [C:18]([CH3:19])([CH3:20])([CH3:21])[n:22]1[n:23][c:24]([CH:31]=[O:32])[cH:25][c:26]1[CH2:27][CH:28]([CH3:29])[CH3:30].[CH3:1][c:2]1[c:3]([N:9]2[CH2:10][CH2:11][N:12]([CH2:15][CH2:16][NH2:17])[CH2:13][CH2:14]2)[cH:4][cH:5][cH:6][c:7]1[CH3:8]>>[CH3:1][c:2]1[c:3]([N:9]2[CH2:10][CH2:11][N:12]([CH2:15][CH2:16][NH:17][CH2:31][c:24]3[n:23][n:22]([C:18]([CH3:19])([CH3:20])[CH3:21])[c:26]([CH2:27][CH:28]([CH3:29])[CH3:30])[cH:25]3)[CH2:13][CH2:14]2)[cH:4][cH:5][cH:6][c:7]1[CH3:8]. Reactants: CC(C)(C)C(O[SiH](c1ccccc1)c1ccccc1)c1cccc(C#CCCCCO)c1, CCOC(C)=O. RXN SMILES: [C:1]([CH3:2])([CH3:3])([CH3:4])[CH:5]([c:6]1[cH:7][c:8]([C:12]#[C:13][CH2:14][CH2:15][CH2:16][CH2:17][OH:18])[cH:9][cH:10][cH:11]1)[O:19][SiH:20]([c:21]1[cH:22][cH:23][cH:24][cH:25][cH:26]1)[c:27]1[cH:28][cH:29][cH:30][cH:31][cH:32]1.[CH3:33][CH2:34][O:35][C:36](=[O:37])[CH3:38]>>[C:1]([CH3:2])([CH3:3])([CH3:4])[CH:5]([c:6]1[cH:7][c:8]([CH2:12][CH2:13][CH2:14][CH2:15][CH2:16][CH2:17][OH:18])[cH:9][cH:10][cH:11]1)[O:19][SiH:20]([c:21]1[cH:22][cH:23][cH:24][cH:25][cH:26]1)[c:27]1[cH:28][cH:29][cH:30][cH:31][cH:32]1. The product is CC(C)(C)C(O[SiH](c1ccccc1)c1ccccc1)c1cccc(CCCCCCO)c1. Starting materials: CC(=O)OCc1cc(OCC2CC2)ccn1, [Na+], [OH-]. Product: OCc1cc(OCC2CC2)ccn1. Reaction SMILES: [C:1](=[O:2])([CH3:3])[O:4][CH2:5][c:6]1[n:7][cH:8][cH:9][c:10]([O:12][CH2:13][CH:14]2[CH2:15][CH2:16]2)[cH:11]1.[Na+:18].[OH-:17]>>[OH:4][CH2:5][c:6]1[n:7][cH:8][cH:9][c:10]([O:12][CH2:13][CH:14]2[CH2:15][CH2:16]2)[cH:11]1.